This data is from the Open Reaction Database (ORD), a public repository of structured organic reaction records. The task is: describe an organic reaction: reactants, conditions, products, and yield Reactants: [N+](=[N-])(C(=O)[O-])C(=O)OCC (ethyl diazodicarboxylate), C(=O)(OCC)N1CCC(CC1)=O (1-carbethoxypiperidin-4-one), B(F)(F)F.CCOCC (boron trifluoride etherate). Solvent: C(C)OCC (diethyl ether), CCOCC (ether), C(C)OCC (diethyl ether). Reaction conditions: temperature -30 celsius. Yields the product O=C1C(CCN(CC1)C(=O)OCC)C(=O)OCC (diethyl 5-oxoazepane-1,4-dicarboxylate). As a reaction SMILES: [C:1]([N:6]1[CH2:11][CH2:10][C:9](=[O:12])[CH2:8][CH2:7]1)([O:3][CH2:4][CH3:5])=[O:2].B(F)(F)F.[CH3:17]COCC.[N+]([C:27]([O:29][CH2:30][CH3:31])=[O:28])(C([O-])=O)=[N-]>CCOCC>[O:12]=[C:9]1[CH2:10][CH2:11][N:6]([C:1]([O:3][CH2:4][CH3:5])=[O:2])[CH2:17][CH2:7][CH:8]1[C:27]([O:29][CH2:30][CH3:31])=[O:28] |f:1.2|. Procedure: To a cold solution (−30° C.) of 1-carbethoxypiperidin-4-one (3.0 ml, 26.5 mmol) in anhydrous ether, were simultaneously added a solution of boron trifluoride etherate (3.4 ml, 26.5 mmol) in diethyl ether (2.8 ml) and a solution of ethyl diazodicarboxylate (3.6 ml, 34.5 mmol) in diethyl ether (2.8 ml) over 1.5 hours via a syringe-pump. Upon completion of additions, the reaction mixture was allowed to stir for an additional hour at −30° C. and then warmed to room temperature. The reaction mixture ... The reactants are C(=O)(OCC1=CC=CC=C1)N1CC(CC1)(C1=CC=CC=C1)CCN1CCN(CCC1)C1=NC2=C(N1CCOCC)C=CC=C2 (1-carbobenzyloxy-3-(2-(4-(1-(2-ethoxyethyl)-1H-benzimidazol-2-yl)[1,4]diazepan-1-yl)ethyl)-3-phenylpyrrolidine), ClCCl (dichloromethane), Cl (hydrochloric acid), O1CCOCC1 (dioxane). The reagents and catalysts are [Pd] (palladium-on-carbon), [OH-].[Pd+2].[OH-] (palladium hydroxide). The solvent is CCOCC (ether), C(C)O (ethanol). Run at time 72 hour. The product is Cl.C(C)OCCN1C(=NC2=C1C=CC=C2)N2CCN(CCC2)CCC2(CNCC2)C2=CC=CC=C2 (3-(2-(4-(1-(2-ethoxyethyl)-1H-benzimidazol-2-yl)[1,4]diazepan-1-yl)ethyl)-3-phenylpyrrolidine hydrochloric acid salt). As a reaction SMILES: C([N:11]1[CH2:15][CH2:14][C:13]([CH2:22][CH2:23][N:24]2[CH2:30][CH2:29][CH2:28][N:27]([C:31]3[N:35]([CH2:36][CH2:37][O:38][CH2:39][CH3:40])[C:34]4[CH:41]=[CH:42][CH:43]=[CH:44][C:33]=4[N:32]=3)[CH2:26][CH2:25]2)([C:16]2[CH:21]=[CH:20][CH:19]=[CH:18][CH:17]=2)[CH2:12]1)(OCC1C=CC=CC=1)=O.[Cl:45]CCl.Cl.O1CCOCC1>C(O)C.[Pd].[OH-].[Pd+2].[OH-].CCOCC>[ClH:45].[CH2:39]([O:38][CH2:37][CH2:36][N:35]1[C:34]2[CH:41]=[CH:42][CH:43]=[CH:44][C:33]=2[N:32]=[C:31]1[N:27]1[CH2:28][CH2:29][CH2:30][N:24]([CH2:23][CH2:22][C:13]2([C:16]3[CH:21]=[CH:20][CH:19]=[CH:18][CH:17]=3)[CH2:14][CH2:15][NH:11][CH2:12]2)[CH2:25][CH2:26]1)[CH3:40] |f:6.7.8,10.11|. Procedure: Alternately, combine 1-carbobenzyloxy-3-(2-(4-(1-(2-ethoxyethyl)-1H-benzimidazol-2-yl)[1,4]diazepan-1-yl)ethyl)-3-phenylpyrrolidine (1.23 g, 2.06 mmol) in ethanol (20 mL). Add 10% palladium-on-carbon (0.2 g) and palladium hydroxide (0.2 g). Hydrogenate on a pressure apparatus at 50 psi. After 72 hours, remove the catalyst by filtration, and evaporate in vacuo to give a residue. Combine the residue and dichloromethane (50 mL). Add a solution of hydrochloric acid an dioxane (1.01 mL, 4 M, 4.0 mmol... Starting materials: CC(C)(C)OC(=O)OC(=O)OC(C)(C)C (Boc2O), ClC=1C=C(C=CC1)C1(CCN(CC1)C(=O)OC(C)(C)C)C#N (tert-Butyl 4-(3-chlorophenyl)-4-cyanopiperidine-1-carboxylate), Cl (HCl), O (H2O), [OH-].[Na+] (NaOH). Run in O1CCOCC1 (dioxane). Yields the product C(C)(C)(C)OC(=O)N1CCC(CC1)(C(=O)O)C1=CC(=CC=C1)Cl (1-(tert-butoxycarbonyl)-4-(3-chlorophenyl)piperidine-4-carboxylic acid). The yield is 75.6%. As a reaction SMILES: [Cl:1][C:2]1[CH:3]=[C:4]([C:8]2([C:21]#N)[CH2:13][CH2:12][N:11]([C:14]([O:16][C:17]([CH3:20])([CH3:19])[CH3:18])=[O:15])[CH2:10][CH2:9]2)[CH:5]=[CH:6][CH:7]=1.Cl.[OH-:24].[Na+].CC(OC(OC(OC(C)(C)C)=O)=O)(C)C.[OH2:41]>O1CCOCC1>[C:17]([O:16][C:14]([N:11]1[CH2:12][CH2:13][C:8]([C:4]2[CH:5]=[CH:6][CH:7]=[C:2]([Cl:1])[CH:3]=2)([C:21]([OH:41])=[O:24])[CH2:9][CH2:10]1)=[O:15])([CH3:20])([CH3:19])[CH3:18] |f:2.3|. Reported procedure: tert-Butyl 4-(3-chlorophenyl)-4-cyanopiperidine-1-carboxylate (5.91 g, 18.42 mmol) was dissolved in concentrated HCl (153.5 ml, 1842 mmol). The reaction mixture stirred at reflux over a weekend. The reaction mixture was cooled to room temperature and washed with ether. The aqueous portion was concentrated on a rotary evaporator, and the solids were dried on a high vacuum line. The solids were dissolved in H2O (35 mL), 10% NaOH (29.47 g, 73.69 mmol), and dioxane (30 mL). Solid Boc2O (4.222 g, 19.... The reactants are CCn1cc(C(=O)O)ccc1=O, CC(N)C(N)(c1ccc(F)nc1)c1ccc(F)nc1. The product is CCn1cc(C2=NC(c3ccc(F)nc3)(c3ccc(F)nc3)C(C)N2)ccc1=O. RXN SMILES: [CH2:20]([CH3:21])[n:22]1[c:23](=[O:31])[cH:24][cH:25][c:26]([C:28]([OH:29])=[O:30])[cH:27]1.[F:1][c:2]1[cH:3][cH:4][c:5]([C:8]([CH:9]([CH3:10])[NH2:11])([NH2:12])[c:13]2[cH:14][n:15][c:16]([F:19])[cH:17][cH:18]2)[cH:6][n:7]1>>[F:1][c:2]1[cH:3][cH:4][c:5]([C:8]2([c:13]3[cH:14][n:15][c:16]([F:19])[cH:17][cH:18]3)[CH:9]([CH3:10])[NH:11][C:28]([c:26]3[cH:25][cH:24][c:23](=[O:31])[n:22]([CH2:20][CH3:21])[cH:27]3)=[N:12]2)[cH:6][n:7]1. Reactants: C(C)(C)(C)C=1N=C(SC1)COC=1C=C(C(=O)NC2=C(OCC(=O)OCC)C=CC(=C2)CCCS(=O)(=O)C2=CC=C(C=C2)Cl)C=CC1 (ethyl 2-[3-[(4-tert-butyl-2-thiazolyl)methoxy]benzoylamino]-4-[3-(4-chlorophenylsulfonyl)propyl]phenoxyacetate), P12(=S)SP3(=S)SP(=S)(S1)SP(=S)(S2)S3 (diphosphorus pentasulfide), C([O-])(O)=O.[Na+] (sodium bicarbonate). Run in COCCOC (1,2-dimethoxyethane). Conditions: time 5 hour. The product is C(C)(C)(C)C=1N=C(SC1)COC=1C=C(C(=S)NC2=C(OCC(=O)OCC)C=CC(=C2)CCCS(=O)(=O)C2=CC=C(C=C2)Cl)C=CC1 (ethyl 2-[3-[(4-tert-butyl-2-thiazolyl)methoxy]thiobenzoylamino]-4-[3-(4-chlorophenylsulfonyl)propyl]phenoxyacetate). The yield is 76.9%. Reaction SMILES: [C:1]([C:5]1[N:6]=[C:7]([CH2:10][O:11][C:12]2[CH:13]=[C:14]([CH:44]=[CH:45][CH:46]=2)[C:15]([NH:17][C:18]2[CH:30]=[C:29]([CH2:31][CH2:32][CH2:33][S:34]([C:37]3[CH:42]=[CH:41][C:40]([Cl:43])=[CH:39][CH:38]=3)(=[O:36])=[O:35])[CH:28]=[CH:27][C:19]=2[O:20][CH2:21][C:22]([O:24][CH2:25][CH3:26])=[O:23])=O)[S:8][CH:9]=1)([CH3:4])([CH3:3])[CH3:2].P12(SP3(SP(SP(S3)(S1)=S)(=S)S2)=S)=[S:48].C(=O)(O)[O-].[Na+]>COCCOC>[C:1]([C:5]1[N:6]=[C:7]([CH2:10][O:11][C:12]2[CH:13]=[C:14]([CH:44]=[CH:45][CH:46]=2)[C:15]([NH:17][C:18]2[CH:30]=[C:29]([CH2:31][CH2:32][CH2:33][S:34]([C:37]3[CH:38]=[CH:39][C:40]([Cl:43])=[CH:41][CH:42]=3)(=[O:36])=[O:35])[CH:28]=[CH:27][C:19]=2[O:20][CH2:21][C:22]([O:24][CH2:25][CH3:26])=[O:23])=[S:48])[S:8][CH:9]=1)([CH3:3])([CH3:4])[CH3:2] |f:2.3|. Procedure details: A mixture of ethyl 2-[3-[(4-tert-butyl-2-thiazolyl)methoxy]benzoylamino]-4-[3-(4-chlorophenylsulfonyl)propyl]phenoxyacetate (176 mg, 0.26 mmol), diphosphorus pentasulfide (69 mg, 0.31 mmol), sodium bicarbonate (28 mg, 0.33 mmol) and 1,2-dimethoxyethane (5 ml) was stirred for 5 hours with heating under reflux, and insoluble matter was removed by filtration. The resulting filtrate was diluted with ethyl acetate, washed with water and brine in that order, dried over anhydrous sodium sulfate, and th... Starting materials: NC1=NC=CC=C1OCC1=CC=CC=C1 (2-amino-3-benzyloxy pyridine), C(#N)C1=CC=C(C=C1)N=C=S (4cyanophenyl isothiocyanate), CCOCC (ether). The solvent is C1(=CC=CC=C1)C (toluene). The product is C(C1=CC=CC=C1)OC=1C(=NC=CC1)NC(=S)NC1=CC=C(C=C1)C#N (N-(3-Benzyloxy-2-pyridyl)-N'-(4-cyanophenyl)thiourea). As a reaction SMILES: [NH2:1][C:2]1[C:7]([O:8][CH2:9][C:10]2[CH:15]=[CH:14][CH:13]=[CH:12][CH:11]=2)=[CH:6][CH:5]=[CH:4][N:3]=1.[C:16]([C:18]1[CH:23]=[CH:22][C:21]([N:24]=[C:25]=[S:26])=[CH:20][CH:19]=1)#[N:17].CCOCC>C1(C)C=CC=CC=1>[CH2:9]([O:8][C:7]1[C:2]([NH:1][C:25]([NH:24][C:21]2[CH:22]=[CH:23][C:18]([C:16]#[N:17])=[CH:19][CH:20]=2)=[S:26])=[N:3][CH:4]=[CH:5][CH:6]=1)[C:10]1[CH:11]=[CH:12][CH:13]=[CH:14][CH:15]=1. Reported procedure: A stirring mixture of 2-amino-3-benzyloxy pyridine (5.68 g, 0.0284 mol) and 4cyanophenyl isothiocyanate (5 g, 0.0312 mol) in toluene (20 ml) was heated under reflux for 2 h. After allowing to cool, the solution was treated with ether, and the resulting solid filtered off, washed and dried. Yield 9.4 g (92%), m.p. 163°-165 ° C. Starting materials: NS(=O)(=O)c1ccc(Cl)cc1, CCC(=C(c1ccccc1)c1ccc(C=CC(=O)O)cc1)c1ccccc1. Product: CCC(=C(c1ccccc1)c1ccc(C=CC(=O)NS(=O)(=O)c2ccc(Cl)cc2)cc1)c1ccccc1. RXN SMILES: [Cl:28][c:29]1[cH:30][cH:31][c:32]([S:35](=[O:36])(=[O:37])[NH2:38])[cH:33][cH:34]1.[c:1]1([C:7](=[C:8]([CH2:9][CH3:10])[c:11]2[cH:12][cH:13][cH:14][cH:15][cH:16]2)[c:17]2[cH:18][cH:19][c:20]([CH:23]=[CH:24][C:25](=[O:26])[OH:27])[cH:21][cH:22]2)[cH:2][cH:3][cH:4][cH:5][cH:6]1>>[c:1]1([C:7](=[C:8]([CH2:9][CH3:10])[c:11]2[cH:12][cH:13][cH:14][cH:15][cH:16]2)[c:17]2[cH:18][cH:19][c:20]([CH:23]=[CH:24][C:25](=[O:26])[NH:38][S:35]([c:32]3[cH:31][cH:30][c:29]([Cl:28])[cH:34][cH:33]3)(=[O:36])=[O:37])[cH:21][cH:22]2)[cH:2][cH:3][cH:4][cH:5][cH:6]1. Starting materials: [Br-], C1CCOC1, COc1cc(C(=O)N(C)OC)cc(C(F)(F)F)c1, C[Mg+]. RXN SMILES: [Br-:19].[CH2:22]1[O:23][CH2:24][CH2:25][CH2:26]1.[CH3:1][O:2][c:3]1[cH:4][c:5]([C:6](=[O:7])[N:8]([O:9][CH3:10])[CH3:11])[cH:12][c:13]([C:15]([F:16])([F:17])[F:18])[cH:14]1.[CH3:20][Mg+:21]>>[CH3:1][O:2][c:3]1[cH:4][c:5]([C:6](=[O:7])[CH3:20])[cH:12][c:13]([C:15]([F:16])([F:17])[F:18])[cH:14]1. Yields the product COc1cc(C(C)=O)cc(C(F)(F)F)c1. Reactants: ClC=1C(=C(C=CC1)[C@H]1[C@@H](N[C@H]([C@]1(C#N)C1=C(C=C(C=C1)Cl)F)CC(C)(C)C)C(=O)O)F ((2R,3S,4R,5S)-3-(3-chloro-2-fluoro-phenyl)-4-(4-chloro-2-fluoro-phenyl)-4-cyano-5-(2,2-dimethyl-propyl)-pyrrolidine-2-carboxylic acid), CCN(C(C)C)C(C)C (DIPEA), C1(=CC=CC=C1)P(=O)(C1=CC=CC=C1)Cl (DIPHENYLPHOSPHINIC CHLORIDE), COC(=O)C=1OC2=C(N1)C=C(C=C2)N (5-AMINO-BENZOOXAZOLE-2-CARBOXYLIC ACID METHYL ESTER). Solvent: ClCCl (dichloromethane), ClCCl (dichloromethane). Reaction conditions: time 20 minute. The product is ClC=1C(=C(C=CC1)[C@H]1[C@@H](N[C@H]([C@]1(C#N)C1=C(C=C(C=C1)Cl)F)CC(C)(C)C)C(=O)NC=1C=CC2=C(N=C(O2)C(=O)OC)C1)F (methyl 5-((2R,3S,4R,5S)-3-(3-chloro-2-fluorophenyl)-4-(4-chloro-2-fluorophenyl)-4-cyano-5-neopentylpyrrolidine-2-carboxamido)benzo[d]oxazole-2-carboxylate). Reaction SMILES: [Cl:1][C:2]1[C:3]([F:31])=[C:4]([C@@H:8]2[C@:12]([C:15]3[CH:20]=[CH:19][C:18]([Cl:21])=[CH:17][C:16]=3[F:22])([C:13]#[N:14])[C@H:11]([CH2:23][C:24]([CH3:27])([CH3:26])[CH3:25])[NH:10][C@H:9]2[C:28](O)=[O:29])[CH:5]=[CH:6][CH:7]=1.CCN(C(C)C)C(C)C.C1(P(Cl)(C2C=CC=CC=2)=O)C=CC=CC=1.[CH3:56][O:57][C:58]([C:60]1[O:61][C:62]2[CH:68]=[CH:67][C:66]([NH2:69])=[CH:65][C:63]=2[N:64]=1)=[O:59]>ClCCl>[Cl:1][C:2]1[C:3]([F:31])=[C:4]([C@@H:8]2[C@:12]([C:15]3[CH:20]=[CH:19][C:18]([Cl:21])=[CH:17][C:16]=3[F:22])([C:13]#[N:14])[C@H:11]([CH2:23][C:24]([CH3:26])([CH3:27])[CH3:25])[NH:10][C@H:9]2[C:28]([NH:69][C:66]2[CH:67]=[CH:68][C:62]3[O:61][C:60]([C:58]([O:57][CH3:56])=[O:59])=[N:64][C:63]=3[CH:65]=2)=[O:29])[CH:5]=[CH:6][CH:7]=1. Reported procedure: A solution of chiral (2R,3S,4R,5S)-3-(3-chloro-2-fluoro-phenyl)-4-(4-chloro-2-fluoro-phenyl)-4-cyano-5-(2,2-dimethyl-propyl)-pyrrolidine-2-carboxylic acid (59.8 mg, 0.128 mmol) in dichloromethane (3 ml) was treated with DIPEA (66.8 mg, 0.517 mmol) and DIPHENYLPHOSPHINIC CHLORIDE (80.7 mg, 0.341 mmol) and stirred for 20 min under argon. 5-AMINO-BENZOOXAZOLE-2-CARBOXYLIC ACID METHYL ESTER (25.8 mg, 134 μmol, JW PharmLab) was added and stirred 2 hrs. The reaction mixture was diluted with dichlorome... RXN SMILES: [BH4-:22].[CH3:1][N:2]1[CH2:3][c:4]2[n:5]([cH:14][n:15][c:16]2[C:17](=[O:18])[O:19][CH2:20][CH3:21])-[c:6]2[c:7]([cH:10][cH:11][cH:12][cH:13]2)[C:8]1=[O:9].[ClH:24].[Li+:23].[NH3:25].[O:26]1[CH2:27][CH2:28][CH2:29][CH2:30]1.[OH2:31]>>[CH3:1][N:2]1[CH2:3][c:4]2[n:5]([cH:14][n:15][c:16]2[CH2:17][OH:18])-[c:6]2[c:7]([cH:10][cH:11][cH:12][cH:13]2)[C:8]1=[O:9]. The product is CN1Cc2c(CO)ncn2-c2ccccc2C1=O. The reactants are [BH4-], CCOC(=O)c1ncn2c1CN(C)C(=O)c1ccccc1-2, Cl, [Li+], N, C1CCOC1, O.